This data is from the Open Reaction Database (ORD), a public repository of structured organic reaction records. The task is: describe an organic reaction: reactants, conditions, products, and yield Reactants: BrC=1C(=NC=C(C(=O)O)C1)Cl (5-bromo-6-chloro-nicotinic acid), C(CCCCO)O (1,5-pentanediol). Yields the product BrC=1C(=NC=C(C(=O)O)C1)OCCCCCO (5-Bromo-6-(5-hydroxy-pentyloxy)-nicotinic Acid), product. Reaction SMILES: [Br:1][C:2]1[C:3](Cl)=[N:4][CH:5]=[C:6]([CH:10]=1)[C:7]([OH:9])=[O:8].[CH2:12]([OH:18])[CH2:13][CH2:14][CH2:15][CH2:16][OH:17]>>[Br:1][C:2]1[C:3]([O:17][CH2:16][CH2:15][CH2:14][CH2:13][CH2:12][OH:18])=[N:4][CH:5]=[C:6]([CH:10]=1)[C:7]([OH:9])=[O:8]. Reported procedure: The title compound was synthesized in analogy to the procedure described for the preparation of Example 31a, using 5-bromo-6-chloro-nicotinic acid and 1,5-pentanediol as starting materials to give the product as brownish oil, MS (ISP): 302.3 (M−H+). Starting materials: CC(C)Oc1ccc(Br)cc1C#N, O=C([O-])[O-], CC(C)(O)CO, [K+], [K+], O, c1ccc(P(c2ccccc2)(c2ccccc2)[Pd](P(c2ccccc2)(c2ccccc2)c2ccccc2)(P(c2ccccc2)(c2ccccc2)c2ccccc2)P(c2ccccc2)(c2ccccc2)c2ccccc2)cc1, OB(O)c1cccs1. The product is CC(C)Oc1ccc(-c2cccs2)cc1C#N. As a reaction SMILES: [Br:1][c:2]1[cH:3][cH:4][c:5]([O:10][CH:11]([CH3:12])[CH3:13])[c:6]([C:7]#[N:8])[cH:9]1.[C:22](=[O:23])([O-:24])[O-:25].[CH3:28][C:29]([OH:30])([CH3:31])[CH2:32][OH:33].[K+:26].[K+:27].[OH2:34].[cH:35]1[cH:36][cH:37][c:38]([P:39]([Pd:40]([P:41]([c:42]2[cH:43][cH:44][cH:45][cH:46][cH:47]2)([c:48]2[cH:49][cH:50][cH:51][cH:52][cH:53]2)[c:54]2[cH:55][cH:56][cH:57][cH:58][cH:59]2)([P:60]([c:61]2[cH:62][cH:63][cH:64][cH:65][cH:66]2)([c:67]2[cH:68][cH:69][cH:70][cH:71][cH:72]2)[c:73]2[cH:74][cH:75][cH:76][cH:77][cH:78]2)[P:79]([c:80]2[cH:81][cH:82][cH:83][cH:84][cH:85]2)([c:86]2[cH:87][cH:88][cH:89][cH:90][cH:91]2)[c:92]2[cH:93][cH:94][cH:95][cH:96][cH:97]2)([c:98]2[cH:99][cH:100][cH:101][cH:102][cH:103]2)[c:104]2[cH:105][cH:106][cH:107][cH:108][cH:109]2)[cH:110][cH:111]1.[s:14]1[c:15]([B:19]([OH:20])[OH:21])[cH:16][cH:17][cH:18]1>>[c:2]1(-[c:15]2[s:14][cH:18][cH:17][cH:16]2)[cH:3][cH:4][c:5]([O:10][CH:11]([CH3:12])[CH3:13])[c:6]([C:7]#[N:8])[cH:9]1. Reactants: CCC1NC(C(=O)OC)Cc2c1[nH]c1ccccc21, CO, [Na+], [OH-]. The product is CCC1NC(C(=O)O)Cc2c1[nH]c1ccccc21. RXN SMILES: [CH2:1]([CH3:2])[CH:3]1[NH:4][CH:5]([C:16](=[O:17])[O:18][CH3:19])[CH2:6][c:7]2[c:8]3[cH:9][cH:10][cH:11][cH:12][c:13]3[nH:14][c:15]21.[CH3:22][OH:23].[Na+:21].[OH-:20]>>[CH2:1]([CH3:2])[CH:3]1[NH:4][CH:5]([C:16](=[O:17])[OH:18])[CH2:6][c:7]2[c:8]3[cH:9][cH:10][cH:11][cH:12][c:13]3[nH:14][c:15]21. The reactants are C1(=CC=CC=C1)CS (Phenyl-methanethiol), BrC=1C(=C(C=CC1)C=1C=NC=CC1)C (3-(3-Bromo-2-methyl-phenyl)-pyridine), CCN(C(C)C)C(C)C (DIPEA), CC1(C2=C(C(=CC=C2)P(C3=CC=CC=C3)C4=CC=CC=C4)OC5=C(C=CC=C51)P(C6=CC=CC=C6)C7=CC=CC=C7)C (xantphos). Reagents/catalysts: C=1C=CC(=CC1)/C=C/C(=O)/C=C/C2=CC=CC=C2.C=1C=CC(=CC1)/C=C/C(=O)/C=C/C2=CC=CC=C2.C=1C=CC(=CC1)/C=C/C(=O)/C=C/C2=CC=CC=C2.[Pd].[Pd] (Pd2(dba)3). Run in O1CCOCC1 (dioxane). Conditions: temperature 100 celsius, time 16 hour. The product is C(C1=CC=CC=C1)SC=1C(=C(C=CC1)C=1C=NC=CC1)C (3-(3-Benzylsulfanyl-2-methyl-phenyl)-pyridine). As a reaction SMILES: Br[C:2]1[C:3]([CH3:14])=[C:4]([C:8]2[CH:9]=[N:10][CH:11]=[CH:12][CH:13]=2)[CH:5]=[CH:6][CH:7]=1.CCN(C(C)C)C(C)C.CC1(C)C2C(=C(P(C3C=CC=CC=3)C3C=CC=CC=3)C=CC=2)OC2C(P(C3C=CC=CC=3)C3C=CC=CC=3)=CC=CC1=2.[C:66]1([CH2:72][SH:73])[CH:71]=[CH:70][CH:69]=[CH:68][CH:67]=1>O1CCOCC1.C1C=CC(/C=C/C(/C=C/C2C=CC=CC=2)=O)=CC=1.C1C=CC(/C=C/C(/C=C/C2C=CC=CC=2)=O)=CC=1.C1C=CC(/C=C/C(/C=C/C2C=CC=CC=2)=O)=CC=1.[Pd].[Pd]>[CH2:72]([S:73][C:2]1[C:3]([CH3:14])=[C:4]([C:8]2[CH:9]=[N:10][CH:11]=[CH:12][CH:13]=2)[CH:5]=[CH:6][CH:7]=1)[C:66]1[CH:71]=[CH:70][CH:69]=[CH:68][CH:67]=1 |f:5.6.7.8.9|. Reported procedure: Intermediate 73 (3 g, 12.09 mmol) in dioxane (50 ml) was stirred under argon, then DIPEA (3.82 ml, 24.18 mmol), xantphos (0.42 g, 0.73 mmol) and Pd2(dba)3 (0.33 g, 0.36 mmol) were added and the reaction was heated to 100° C. Phenyl-methanethiol (1.56 ml, 13.3 mmol) was slowly added and the reaction stirred for 16 h. The reaction was quenched by addition of 150 ml of H2O. After extraction (three times) with ethyl acetate the combined organic layers were washed with water, dried with Na2SO4, evapo...